This data is from the Open Reaction Database (ORD), a public repository of structured organic reaction records. The task is: describe an organic reaction: reactants, conditions, products, and yield The reactants are COC(=O)c1ccc(C(N)=O)c(Br)c1, CO, Cl, [Na+], [OH-]. Yields the product NC(=O)c1ccc(C(=O)O)cc1Br. RXN SMILES: [Br:1][c:2]1[cH:3][c:4]([C:5](=[O:6])[O:7][CH3:8])[cH:9][cH:10][c:11]1[C:12](=[O:13])[NH2:14].[CH3:18][OH:19].[ClH:17].[Na+:16].[OH-:15]>>[Br:1][c:2]1[cH:3][c:4]([C:5](=[O:6])[OH:7])[cH:9][cH:10][c:11]1[C:12](=[O:13])[NH2:14]. Starting materials: ClC=1C=C(C(=O)OC)C=C(C1O)Cl (methyl 3.5-dichloro-4-hydroxybenzoate), C(C)(C)(C)[Si](Cl)(C)C (tertbutyldimethylchlorosilane). Reagents/catalysts: CN(C1=CC=NC=C1)C (4-dimethylaminopyridine). Run in C(Cl)Cl (CH2Cl2). Reaction conditions: time 5 hour. Product: [Si](C)(C)(C(C)(C)C)OC1=C(C=C(C(=O)OC)C=C1Cl)Cl (methyl 4-tert-butyldimethylsilyloxy-3,5-dichlorobenzoate). The yield is 50.8%. As a reaction SMILES: [Cl:1][C:2]1[CH:3]=[C:4]([CH:9]=[C:10]([Cl:13])[C:11]=1[OH:12])[C:5]([O:7][CH3:8])=[O:6].[C:14]([Si:18]([CH3:21])([CH3:20])Cl)([CH3:17])([CH3:16])[CH3:15]>C(Cl)Cl.CN(C)C1C=CN=CC=1>[Si:18]([O:12][C:11]1[C:2]([Cl:1])=[CH:3][C:4]([C:5]([O:7][CH3:8])=[O:6])=[CH:9][C:10]=1[Cl:13])([C:14]([CH3:17])([CH3:16])[CH3:15])([CH3:21])[CH3:20]. Procedure details: To a solution of 10.00 g (45.2 mmol) of methyl 3.5-dichloro-4-hydroxybenzoate dissolved in 100 mL of CH2Cl2 was added 11.06 g (90.2 mmol) of 4-dimethylaminopyridine and 8.18 g (54.2 mmol) of tertbutyldimethylchlorosilane and the mixture was stirred under N2 for 5 hours. The reaction mixture was then filtered and the filtrate was diluted with ethyl acetate. The solution was washed with water, 1N HCl, saturated NaHCO3, dried (MgSO4), filtered and evaporated. The residue was purified on a silica ge... Starting materials: C(C)OC(C=C(C)C1=CC2=C(S1)C=CC(=C2C2=C(C(=CC(=C2)C(C)C)C(C)C)OCCCC)F)=O (3-[4-(2-n-butoxy-3,5-di-iso-propylphenyl)-5-fluorobenzo[b]thien-2-yl]-but-2-enoic acid ethyl ester), C1CCOC1 (THF), [Li+].[OH-] (LiOH). The solvent is CO (methanol). Yields the product C(CCC)OC1=C(C=C(C=C1C(C)C)C(C)C)C1=C(C=CC=2SC(=CC21)C(=CC(=O)O)C)F (3-[4-(2-n-butoxy-3,5-di-iso-propylphenyl)-5-fluorobenzo[b]thien-2-yl]-but-2-enoic acid). Reaction SMILES: C([O:3][C:4](=[O:35])[CH:5]=[C:6]([C:8]1[S:12][C:11]2[CH:13]=[CH:14][C:15]([F:34])=[C:16]([C:17]3[CH:22]=[C:21]([CH:23]([CH3:25])[CH3:24])[CH:20]=[C:19]([CH:26]([CH3:28])[CH3:27])[C:18]=3[O:29][CH2:30][CH2:31][CH2:32][CH3:33])[C:10]=2[CH:9]=1)[CH3:7])C.C1COCC1.[Li+].[OH-]>CO>[CH2:30]([O:29][C:18]1[C:19]([CH:26]([CH3:28])[CH3:27])=[CH:20][C:21]([CH:23]([CH3:24])[CH3:25])=[CH:22][C:17]=1[C:16]1[C:10]2[CH:9]=[C:8]([C:6]([CH3:7])=[CH:5][C:4]([OH:35])=[O:3])[S:12][C:11]=2[CH:13]=[CH:14][C:15]=1[F:34])[CH2:31][CH2:32][CH3:33] |f:2.3|. Procedure: A mixture of 0.450 mmol of 3-[4-(2-n-butoxy-3,5-di-iso-propylphenyl)-5-fluorobenzo[b]thien-2-yl]-but-2-enoic acid ethyl ester, 3 mL of THF, 3 mL of methanol and 1 mL of LiOH (2N aqueous) was refluxed for 2 hours. After cooling at room temperature, the mixture was acidified to pH=2 and extracted with ethyl acetate. The organic layer was dried over MgSO4 and after evaporation of the solvents, the crude acid was recrystallized from acetonitrile. 3-[4-(2-n-butoxy-3,5-di-iso-propylphenyl)-5-fluoroben... Yields the product ClC1=C(CN2C(C=3N(C[C@@H]2CC)C(=NN3)C3=NC=CN=C3)=O)C=CC=C1C(F)(F)F ((6S)-7-[2-Chloro-3-(trifluoromethyl)benzyl]-6-ethyl-3-pyrazin-2-yl-6,7-dihydro[1,2,4]triazolo[4,3-a]pyrazin-8(5H)-one). Reaction SMILES: [Cl:1][C:2]1[C:18]([C:19]([F:22])([F:21])[F:20])=[CH:17][CH:16]=[CH:15][C:3]=1[CH2:4][N:5]1[C@@H:10]([CH2:11][CH3:12])[CH2:9][NH:8][C:7](=S)[C:6]1=[O:14].[N:23]1[CH:28]=[CH:27][N:26]=[CH:25][C:24]=1[C:29]([NH:31][NH2:32])=O>C(O)CCC>[Cl:1][C:2]1[C:18]([C:19]([F:22])([F:21])[F:20])=[CH:17][CH:16]=[CH:15][C:3]=1[CH2:4][N:5]1[C@@H:10]([CH2:11][CH3:12])[CH2:9][N:8]2[C:29]([C:24]3[CH:25]=[N:26][CH:27]=[CH:28][N:23]=3)=[N:31][N:32]=[C:7]2[C:6]1=[O:14]. Procedure: A solution of Intermediate 6 (100 mg, 0.29 mmol) and pyrazine-2-carbohydrazide (39 mg, 0.29 mmol) in 1-butanol (3 mL) was heated to 130° C. for 16 h. After cooling to rt, the reaction was concentrated to give a brown oil. Purification by chromatography (SiO2; hexanes—100% EtOAc) afforded the desired product as a white solid (94 mg, 75%). MS (ESI): mass calcd. for C19H16ClF3N6O, 436.1; m/z found, 437.1 [M+H]+. 1H NMR (500 MHz, CDCl3) δ 9.62 (d, J=1.5 Hz, 1H), 8.69 (d, J=2.5 Hz, 1H), 8.62 (dd, J=2... Reactants: ClC1=C(CN2C(C(NC[C@@H]2CC)=S)=O)C=CC=C1C(F)(F)F ((6S)-1-(2-chloro-3-(trifluoromethyl)benzyl)-6-ethyl-3-thioxopiperazin-2-one), N1=C(C=NC=C1)C(=O)NN (pyrazine-2-carbohydrazide). The solvent is C(CCC)O (1-butanol). The yield is 74.2%. The reactants are [H-].[Na+] (sodium hydride), BrC=1C=CC(=NC1)NCC1=C(C=CC(=C1)C(F)(F)F)C1=C(C=CC(=C1)C(C)C)OC ((5-Bromo-pyridin-2-yl)-(5′-isopropyl-2′-methoxy-4-trifluoromethyl-biphenyl-2-ylmethyl)-amine), BrCC=1C=C(C#N)C=C(C1)C(F)(F)F (3-bromomethyl-5-trifluoromethyl-benzonitrile), N1CCOCC1 (morpholine). Solvent: O1CCCC1 (tetrahydrofuran), C(C)(=O)OCC (ethyl acetate), O (water), C(C)(=O)OCC (ethyl acetate), CN(C=O)C (N,N-dimethylformamide), C(C)N(CC)CC (triethylamine). Conditions: time 5 minute. Yields the product BrC=1C=CC(=NC1)N(CC1=C(C=CC(=C1)C(F)(F)F)C1=C(C=CC(=C1)C(C)C)OC)CC=1C=C(C#N)C=C(C1)C(F)(F)F (3-{[(5-bromo-pyridin-2-yl)-(5′-isopropyl-2′-methoxy-4-trifluoromethyl-biphenyl-2-ylmethyl)-amino]-methyl}-5-trifluoromethyl-benzonitrile). The yield is 45.5%. Reaction SMILES: [Br:1][C:2]1[CH:3]=[CH:4][C:5]([NH:8][CH2:9][C:10]2[CH:15]=[C:14]([C:16]([F:19])([F:18])[F:17])[CH:13]=[CH:12][C:11]=2[C:20]2[CH:25]=[C:24]([CH:26]([CH3:28])[CH3:27])[CH:23]=[CH:22][C:21]=2[O:29][CH3:30])=[N:6][CH:7]=1.[H-].[Na+].Br[CH2:34][C:35]1[CH:36]=[C:37]([CH:40]=[C:41]([C:43]([F:46])([F:45])[F:44])[CH:42]=1)[C:38]#[N:39].N1CCOCC1>CN(C)C=O.O1CCCC1.O.C(OCC)(=O)C.C(N(CC)CC)C>[Br:1][C:2]1[CH:3]=[CH:4][C:5]([N:8]([CH2:34][C:35]2[CH:36]=[C:37]([CH:40]=[C:41]([C:43]([F:44])([F:45])[F:46])[CH:42]=2)[C:38]#[N:39])[CH2:9][C:10]2[CH:15]=[C:14]([C:16]([F:18])([F:19])[F:17])[CH:13]=[CH:12][C:11]=2[C:20]2[CH:25]=[C:24]([CH:26]([CH3:28])[CH3:27])[CH:23]=[CH:22][C:21]=2[O:29][CH3:30])=[N:6][CH:7]=1 |f:1.2|. Procedure details: (5-Bromo-pyridin-2-yl)-(5′-isopropyl-2′-methoxy-4-trifluoromethyl-biphenyl-2-ylmethyl)-amine (700 mg) is dissolved in N,N-dimethylformamide (5 ml), and thereto is added sodium hydride (60%) (88 mg) under nitrogen atmosphere at −10° C., and the mixture is stirred at the same temperature for 5 minutes, and thereto is added 3-bromomethyl-5-trifluoromethyl-benzonitrile (771 mg), and the mixture is stirred under ice-cooling for 1 hour and 40 minutes. To the reaction solution are added ethyl acetate a... Reactants: IC1=C(C=NC=C1)NCC(F)(F)F ((4-iodo-pyridin-3-yl)-(2,2,2-trifluoro-ethyl)-amine), FC1=C(C(=CC=C1)OC)B(O)O (2-fluoro-6-methoxyphenylboronic acid). Product: FC1=C(C(=CC=C1)OC)C1=C(C=NC=C1)NCC(F)(F)F ([4-(2-Fluoro-6-methoxy-phenyl)-pyridin-3-yl]-(2,2,2-trifluoro-ethyl)-amine). RXN SMILES: I[C:2]1[CH:7]=[CH:6][N:5]=[CH:4][C:3]=1[NH:8][CH2:9][C:10]([F:13])([F:12])[F:11].[F:14][C:15]1[CH:20]=[CH:19][CH:18]=[C:17]([O:21][CH3:22])[C:16]=1B(O)O>>[F:14][C:15]1[CH:20]=[CH:19][CH:18]=[C:17]([O:21][CH3:22])[C:16]=1[C:2]1[CH:7]=[CH:6][N:5]=[CH:4][C:3]=1[NH:8][CH2:9][C:10]([F:13])([F:12])[F:11]. Procedure details: The title compound was prepared in analogy to example 72, from (4-iodo-pyridin-3-yl)-(2,2,2-trifluoro-ethyl)-amine and 2-fluoro-6-methoxyphenylboronic acid after a reaction time of 18 hours. The compound was purified by silica gel column chromatography eluting with a gradient of n-hexane:EtOAc (20:80 to 0:100). Yellow liquid (62%). LC-MS (ESI): m/z=301.6 [M+H]+. The reactants are Cn1ncnc1CO, [Cl-], [Cl-], OC1(c2cc3nnc(-c4ccccc4F)n3nc2Cl)CCC1, ClCCl, [H-], [NH4+], [Na+], [Na+], CN(C)C=O. Yields the product Cn1ncnc1COc1nn2c(-c3ccccc3F)nnc2cc1C1(O)CCC1. As a reaction SMILES: [CH3:1][n:2]1[n:3][cH:4][n:5][c:6]1[CH2:7][OH:8].[Cl-:33].[Cl-:35].[Cl:11][c:12]1[c:13]([C:28]2([OH:32])[CH2:29][CH2:30][CH2:31]2)[cH:14][c:15]2[n:16]([n:17]1)[c:18](-[c:21]1[c:22]([F:27])[cH:23][cH:24][cH:25][cH:26]1)[n:19][n:20]2.[Cl:42][CH2:43][Cl:44].[H-:9].[NH4+:34].[Na+:10].[Na+:36].[O:37]=[CH:38][N:39]([CH3:40])[CH3:41]>>[CH3:1][n:2]1[n:3][cH:4][n:5][c:6]1[CH2:7][O:8][c:12]1[c:13]([C:28]2([OH:32])[CH2:29][CH2:30][CH2:31]2)[cH:14][c:15]2[n:16]([n:17]1)[c:18](-[c:21]1[c:22]([F:27])[cH:23][cH:24][cH:25][cH:26]1)[n:19][n:20]2. The reactants are CS(=O)(=O)N1C[C@H](CCC1)NC1=NC(=NC=C1C=1N=C2C(=NC1)N(C=C2)COCC[Si](C)(C)C)S(=O)(=O)C (((S)-1-methanesulfonyl-piperidin-3-yl)-{2-methanesulfonyl-5-[5-(2-trimethylsilanyl-ethoxymethyl)-5H-pyrrolo[2,3-b]pyrazin-2-yl]-pyrimidin-4-yl}-amine), O.O1CCOCC1 (water dioxane). Product: CS(=O)(=O)N1C[C@H](CCC1)NC1=NC(=NC=C1C=1N=C2C(=NC1)NC=C2)O (4-((S)-1-methanesulfonyl-piperidin-3-ylamino)-5-(5H-pyrrolo[2,3-b]pyrazin-2-yl)-pyrimidin-2-ol). RXN SMILES: [CH3:1][S:2]([N:5]1[CH2:10][CH2:9][CH2:8][C@H:7]([NH:11][C:12]2[C:17]([C:18]3[N:19]=[C:20]4[CH:26]=[CH:25][N:24](COCC[Si](C)(C)C)[C:21]4=[N:22][CH:23]=3)=[CH:16][N:15]=[C:14](S(C)(=O)=O)[N:13]=2)[CH2:6]1)(=[O:4])=[O:3].O.[O:40]1CCOCC1>>[CH3:1][S:2]([N:5]1[CH2:10][CH2:9][CH2:8][C@H:7]([NH:11][C:12]2[C:17]([C:18]3[N:19]=[C:20]4[CH:26]=[CH:25][NH:24][C:21]4=[N:22][CH:23]=3)=[CH:16][N:15]=[C:14]([OH:40])[N:13]=2)[CH2:6]1)(=[O:3])=[O:4] |f:1.2|. Procedure details: A solution of ((S)-1-methanesulfonyl-piperidin-3-yl)-[2-methoxy-5-(5H-pyrrolo[2,3-b]pyrazin-2-yl)-pyrimidin-4-yl]-amine (18 mg, 0.044 mmol) from Example 84, step 1, in water/dioxane was heated to 105° C. for 16 hr. Solvent was evaporated and the product purified by super critical chromatography (SFC) to give 4-((S)-1-methanesulfonyl-piperidin-3-ylamino)-5-(5H-pyrrolo[2,3-b]pyrazin-2-yl)-pyrimidin-2-ol. MS (ES+): 390. Reactants: O=C([O-])[O-], CCC(C)=O, CCCCN=C=O, CN(C)S(=O)(=O)c1cccc(Cl)c1S(N)(=O)=O, Cl, [K+], [K+], O. Product: CCCCNC(=O)NS(=O)(=O)c1c(Cl)cccc1S(=O)(=O)N(C)C. As a reaction SMILES: [C:18](=[O:19])([O-:20])[O-:21].[CH2:33]([C:34]([CH3:35])=[O:36])[CH3:37].[CH3:24][CH2:25][CH2:26][CH2:27][N:28]=[C:29]=[O:30].[Cl:1][c:2]1[c:3]([S:14](=[O:15])(=[O:16])[NH2:17])[c:4]([S:8](=[O:9])(=[O:10])[N:11]([CH3:12])[CH3:13])[cH:5][cH:6][cH:7]1.[ClH:31].[K+:22].[K+:23].[OH2:32]>>[Cl:1][c:2]1[c:3]([S:14](=[O:15])(=[O:16])[NH:17][C:29]([NH:28][CH2:27][CH2:26][CH2:25][CH3:24])=[O:30])[c:4]([S:8](=[O:9])(=[O:10])[N:11]([CH3:12])[CH3:13])[cH:5][cH:6][cH:7]1. Starting materials: NC1=C(C=C(C(=O)OC)C=C1)O (methyl 4-amino-3-hydroxybenzoate), [Cl-].ClC(=[N+](C)C)Cl (N-(dichloromethylene)-N-methylmethanaminium chloride). Solvent: C(Cl)Cl (CH2Cl2). The product is CN(C=1OC2=C(N1)C=CC(=C2)C(=O)OC)C (methyl 2-(dimethylamino)benzo[d]oxazole-6-carboxylate). Yield: 102.0%. Reaction SMILES: [NH2:1][C:2]1[CH:11]=[CH:10][C:5]([C:6]([O:8][CH3:9])=[O:7])=[CH:4][C:3]=1[OH:12].[Cl-].Cl[C:15](Cl)=[N+:16]([CH3:18])[CH3:17]>C(Cl)Cl>[CH3:15][N:16]([CH3:18])[C:17]1[O:12][C:3]2[CH:4]=[C:5]([C:6]([O:8][CH3:9])=[O:7])[CH:10]=[CH:11][C:2]=2[N:1]=1 |f:1.2|. Reported procedure: To a solution of methyl 4-amino-3-hydroxybenzoate (1.63 g, 9.8 mmol) in CH2Cl2 (30 mL) was added N-(dichloromethylene)-N-methylmethanaminium chloride (1.63 g, 10.0 mmol, 1.0 eq). The mixture was heated to reflux for 3 h. The reaction was quenched with H2O then extracted with CH2Cl2 (3×30 mL). Solvent was removed under reduced pressure to afford the title compound (2.2 g, ca. 10.0 mmol) which was used in next step without further purification.